Dataset: the Open Reaction Database (ORD), a public repository of structured organic reaction records. Task: describe an organic reaction: reactants, conditions, products, and yield Reactants: BrC1=CC=C(C=C1)[C@H](C)N1C(O[C@](CC1)(C1=CC=CC=C1)CC(C)(C)O)=O ((S)-3-((S)-1-(4-bromophenyl)ethyl)-6-(2-hydroxy-2-methylpropyl)-6-phenyl-1,3-oxazinan-2-one), BrC1=CC(=NC(=C1)C)C (4-bromo-2,6-dimethylpyridine). Yields the product CC1=NC(=CC(=C1)C1=CC=C(C=C1)[C@H](C)N1C(O[C@](CC1)(C1=CC=CC=C1)CC(C)(C)O)=O)C ((S)-3-((S)-1-(4-(2,6-dimethylpyridin-4-yl)phenyl)ethyl)-6-(2-hydroxy-2-methylpropyl)-6-phenyl-1,3-oxazinan-2-one). Reaction SMILES: Br[C:2]1[CH:7]=[CH:6][C:5]([C@@H:8]([N:10]2[CH2:15][CH2:14][C@:13]([CH2:22][C:23]([OH:26])([CH3:25])[CH3:24])([C:16]3[CH:21]=[CH:20][CH:19]=[CH:18][CH:17]=3)[O:12][C:11]2=[O:27])[CH3:9])=[CH:4][CH:3]=1.Br[C:29]1[CH:34]=[C:33]([CH3:35])[N:32]=[C:31]([CH3:36])[CH:30]=1>>[CH3:36][C:31]1[CH:30]=[C:29]([C:2]2[CH:7]=[CH:6][C:5]([C@@H:8]([N:10]3[CH2:15][CH2:14][C@:13]([CH2:22][C:23]([OH:26])([CH3:25])[CH3:24])([C:16]4[CH:17]=[CH:18][CH:19]=[CH:20][CH:21]=4)[O:12][C:11]3=[O:27])[CH3:9])=[CH:4][CH:3]=2)[CH:34]=[C:33]([CH3:35])[N:32]=1. Procedure: The title compound was prepared from (S)-3-((S)-1-(4-bromophenyl)ethyl)-6-(2-hydroxy-2-methylpropyl)-6-phenyl-1,3-oxazinan-2-one following procedures analogous to those described in Example 313 Steps 3 and 4 using 4-bromo-2,6-dimethylpyridine in Step 4. LC-MS Method 2 tR=1.049, m/z=459.1; 1H NMR (CD3OD) 0.94 (s, 3H), 1.24 (s, 3H), 1.55 (d, 3H), 2.15 (s, 2H), 2.23 (m, 1H), 2.45 (m, 1H), 2.51 (s, 6H), 3.05 (m, 1H), 5.57 (m, 1H), 7.04 (d, 2H), 7.24 (s, 2H), 7.26-7.38 (m, 5H), 7.45 (m, 1H).